Dataset: the Open Reaction Database (ORD), a public repository of structured organic reaction records. Task: describe an organic reaction: reactants, conditions, products, and yield Starting materials: C1CCOC1, CC(CCO)(CCO)c1ccccc1, ClCCl, [H-], [I-], [K+], [Na+], Cc1ccc(S(=O)(=O)Cl)cc1. Product: CC1(c2ccccc2)CCOCC1. RXN SMILES: [CH2:33]1[O:34][CH2:35][CH2:36][CH2:37]1.[CH3:1][C:2]([CH2:3][CH2:4][OH:5])([CH2:6][CH2:7][OH:8])[c:9]1[cH:10][cH:11][cH:12][cH:13][cH:14]1.[Cl:30][CH2:31][Cl:32].[H-:29].[I-:16].[K+:15].[Na+:28].[c:17]1([CH3:18])[cH:19][cH:20][c:21]([S:22]([Cl:23])(=[O:24])=[O:25])[cH:26][cH:27]1>>[CH3:1][C:2]1([c:9]2[cH:10][cH:11][cH:12][cH:13][cH:14]2)[CH2:3][CH2:4][O:8][CH2:7][CH2:6]1. The reactants are ClC(=O)OCC1=CC=CC=C1 (Benzyl chloroformate), N1CCC(CC1)C(=O)OC (methyl piperidine-4-carboxylate), CN1CCOCC1 (4-methylmorpholine). Run in C(C)#N (acetonitrile), C(=O)(O)[O-].[Na+] (NaHCO3). Reaction conditions: time 30 minute. The product is N1(CCC(CC1)C(=O)OC)C(=O)OCC1=CC=CC=C1 (1-benzyl 4-methyl piperidine-1,4-dicarboxylate). Yield: 62.0%. RXN SMILES: Cl[C:2]([O:4][CH2:5][C:6]1[CH:11]=[CH:10][CH:9]=[CH:8][CH:7]=1)=[O:3].[NH:12]1[CH2:17][CH2:16][CH:15]([C:18]([O:20][CH3:21])=[O:19])[CH2:14][CH2:13]1.CN1CCOCC1>C(#N)C.C([O-])(O)=O.[Na+]>[N:12]1([C:2]([O:4][CH2:5][C:6]2[CH:11]=[CH:10][CH:9]=[CH:8][CH:7]=2)=[O:3])[CH2:17][CH2:16][CH:15]([C:18]([O:20][CH3:21])=[O:19])[CH2:14][CH2:13]1 |f:4.5|. Procedure: Benzyl chloroformate (11.0 mL, 0.0768 mol) was added into a solution of methyl piperidine-4-carboxylate (10.0 g, 0.0698 mol) and 4-methylmorpholine (15.4 mL, 0.140 mol) in acetonitrile (20.0 mL). After 30 min, the mixture was diluted with NaHCO3 (7.5%), extracted with ethyl acetate (AcOEt) (3×30 mL). The combined organic layers were dried over Na2SO4, filtered, concentrated to afford 1-benzyl 4-methyl piperidine-1,4-dicarboxylate (12 gram) which was directly used in next step without further pur... Starting materials: CCO, CCOP(=O)(OCC)c1ccc(C#Cc2cc(Cc3cnc(N)nc3N)cc(OC)c2OC)cc1, [Na+], [OH-]. Yields the product CCOP(=O)([O-])c1ccc(C#Cc2cc(Cc3cnc(N)nc3N)cc(OC)c2OC)cc1, [Na+]. Reaction SMILES: [CH3:38][CH2:39][OH:40].[NH2:1][c:2]1[n:3][cH:4][c:5]([CH2:9][c:10]2[cH:11][c:12]([O:34][CH3:35])[c:13]([O:32][CH3:33])[c:14]([C:16]#[C:17][c:18]3[cH:19][cH:20][c:21]([P:24]([O:25][CH2:26][CH3:27])([O:28][CH2:29][CH3:30])=[O:31])[cH:22][cH:23]3)[cH:15]2)[c:6]([NH2:8])[n:7]1.[Na+:37].[OH-:36]>>[NH2:1][c:2]1[n:3][cH:4][c:5]([CH2:9][c:10]2[cH:11][c:12]([O:34][CH3:35])[c:13]([O:32][CH3:33])[c:14]([C:16]#[C:17][c:18]3[cH:19][cH:20][c:21]([P:24]([O:25][CH2:26][CH3:27])(=[O:28])[O-:31])[cH:22][cH:23]3)[cH:15]2)[c:6]([NH2:8])[n:7]1.[Na+:37]. Reaction SMILES: [O:1]=[C:2]1[O:7][C@H:6]([C:8]2[CH:13]=[CH:12][CH:11]=[CH:10][CH:9]=2)[C@H:5]([C:14]2[CH:19]=[CH:18][CH:17]=[CH:16][CH:15]=2)[N:4]([C:20]([O:22][C:23]([CH3:26])([CH3:25])[CH3:24])=[O:21])[CH2:3]1.C1OCCOCCOCCOCCOC1.C[Si]([N-][Si](C)(C)C)(C)C.[Na+].I[CH:53]1[CH2:58][CH2:57][N:56]([C:59]([O:61][CH2:62][CH2:63][Si:64]([CH3:67])([CH3:66])[CH3:65])=[O:60])[CH2:55][CH2:54]1.[Cl-].[NH4+]>C1COCC1>[O:1]=[C:2]1[O:7][C@@H:6]([C:8]2[CH:13]=[CH:12][CH:11]=[CH:10][CH:9]=2)[C@@H:5]([C:14]2[CH:15]=[CH:16][CH:17]=[CH:18][CH:19]=2)[N:4]([C:20]([O:22][C:23]([CH3:26])([CH3:25])[CH3:24])=[O:21])[C@@H:3]1[CH:53]1[CH2:54][CH2:55][N:56]([C:59]([O:61][CH2:62][CH2:63][Si:64]([CH3:67])([CH3:66])[CH3:65])=[O:60])[CH2:57][CH2:58]1 |f:2.3,5.6|. Run at temperature -78 celsius, time 10 minute. The solvent is C1CCOC1 (THF), C1CCOC1 (THF). The product is O=C1[C@H](N([C@@H]([C@@H](O1)C1=CC=CC=C1)C1=CC=CC=C1)C(=O)OC(C)(C)C)C1CCN(CC1)C(=O)OCC[Si](C)(C)C (tert-Butyl (3R,5R,6S)-2-oxo-5,6-diphenyl-3-[1-(2-trimethylsilanylethoxycarbonyl)-piperidin-4-yl]morpholine-4-carboxylate). Reported procedure: 4 g of tert-butyl (5S,6R)-2-oxo-5,6-diphenylmorpholine-4-carboxylate were dissolved in 50 ml of THF. 9 ml of 15-crown-5 were added, and the mixture was cooled to −78° C. Then 6.8 ml of a 2 M solution of NaHMDS in THF were added dropwise. The mixture was stirred for 10 min and then 8 g of 2-trimethylsilanylethyl 4-iodopiperidine-1-carboxylate were added dropwise. The mixture was allowed to warm to 0° C. over the course of 6 h, and then the reaction was stopped by adding 200 ml of saturated ammoni... The reactants are IC1CCN(CC1)C(=O)OCC[Si](C)(C)C (2-trimethylsilanylethyl 4-iodopiperidine-1-carboxylate), solution, C[Si](C)(C)[N-][Si](C)(C)C.[Na+] (NaHMDS), O=C1CN([C@H]([C@H](O1)C1=CC=CC=C1)C1=CC=CC=C1)C(=O)OC(C)(C)C (tert-butyl (5S,6R)-2-oxo-5,6-diphenylmorpholine-4-carboxylate), C1COCCOCCOCCOCCO1 (15-crown-5), [Cl-].[NH4+] (ammonium chloride). Reactants: Cl.Cl.NC1=CC(=C(C(=O)NCC2CCNCC2)C=C1Cl)OC (4-Amino-5-chloro-2-methoxy-N-(piperidin-4-ylmethyl)benzamide dihydrochloride), C1(=CC=CC=C1)S(=O)(=O)CCBr (2-(phenylsulfonyl)ethyl bromide). Procedure: 4-Amino-5-chloro-2-methoxy-N-(piperidin-4-ylmethyl)benzamide dihydrochloride (7 g) and 2-(phenylsulfonyl)ethyl bromide (5.6 g) were reacted and treated in the same manner as in Example 199 to give 2.74 g of 4-amino-5-chloro-2-methoxy-N-((1-(2-(phenylsulfonyl)ethyl)-piperidin-4-yl)methyl)benzamide hydrochloride. Isolated yield 57.8%. Product: Cl.NC1=CC(=C(C(=O)NCC2CCN(CC2)CCS(=O)(=O)C2=CC=CC=C2)C=C1Cl)OC (4-amino-5-chloro-2-methoxy-N-((1-(2-(phenylsulfonyl)ethyl)-piperidin-4-yl)methyl)benzamide hydrochloride). RXN SMILES: Cl.Cl.[NH2:3][C:4]1[C:19]([Cl:20])=[CH:18][C:7]([C:8]([NH:10][CH2:11][CH:12]2[CH2:17][CH2:16][NH:15][CH2:14][CH2:13]2)=[O:9])=[C:6]([O:21][CH3:22])[CH:5]=1.[C:23]1([S:29]([CH2:32][CH2:33]Br)(=[O:31])=[O:30])[CH:28]=[CH:27][CH:26]=[CH:25][CH:24]=1>>[ClH:20].[NH2:3][C:4]1[C:19]([Cl:20])=[CH:18][C:7]([C:8]([NH:10][CH2:11][CH:12]2[CH2:13][CH2:14][N:15]([CH2:33][CH2:32][S:29]([C:23]3[CH:28]=[CH:27][CH:26]=[CH:25][CH:24]=3)(=[O:30])=[O:31])[CH2:16][CH2:17]2)=[O:9])=[C:6]([O:21][CH3:22])[CH:5]=1 |f:0.1.2,4.5|. Starting materials: N1N=CC(=C1)CN1N=C(C2=C(C=CC=C12)NC(=O)C1=CN=C2N1C=CC=C2)CC (N-(1-((1H-pyrazol-4-yl)methyl)-3-ethyl-1H-indazol-4-yl)imidazo[1,2-a]pyridine-3-carboxamide), BrCC1CC1 ((bromomethyl)cyclopropane), O.[OH-].[Cs+] (cesium hydroxide hydrate), Cl (Hydrogen chloride). Run in CN(C)C=O (DMF). Conditions: time 60 minute. Product: Cl.Cl.C1(CC1)CN1N=CC(=C1)CN1N=C(C2=C(C=CC=C12)NC(=O)C1=CN=C2N1C=CC=C2)CC (N-(1-((1-(cyclopropylmethyl)-1H-pyrazol-4-yl)methyl)-3-ethyl-1H-indazol-4-yl)imidazo[1,2-a]pyridine-3-carboxamide dihydrochloride). The yield is 21.0%. RXN SMILES: [NH:1]1[CH:5]=[C:4]([CH2:6][N:7]2[C:15]3[C:10](=[C:11]([NH:16][C:17]([C:19]4[N:23]5[CH:24]=[CH:25][CH:26]=[CH:27][C:22]5=[N:21][CH:20]=4)=[O:18])[CH:12]=[CH:13][CH:14]=3)[C:9]([CH2:28][CH3:29])=[N:8]2)[CH:3]=[N:2]1.Br[CH2:31][CH:32]1[CH2:34][CH2:33]1.O.[OH-].[Cs+].[ClH:38]>CN(C=O)C>[ClH:38].[ClH:38].[CH:32]1([CH2:31][N:1]2[CH:5]=[C:4]([CH2:6][N:7]3[C:15]4[C:10](=[C:11]([NH:16][C:17]([C:19]5[N:23]6[CH:24]=[CH:25][CH:26]=[CH:27][C:22]6=[N:21][CH:20]=5)=[O:18])[CH:12]=[CH:13][CH:14]=4)[C:9]([CH2:28][CH3:29])=[N:8]3)[CH:3]=[N:2]2)[CH2:34][CH2:33]1 |f:2.3.4,7.8.9|. Reported procedure: To a solution of N-(1-((1H-pyrazol-4-yl)methyl)-3-ethyl-1H-indazol-4-yl)imidazo[1,2-a]pyridine-3-carboxamide (20 mg, 0.052 mmol; prepared according to Example 21, Step A) in dry DMF (0.5 mL) was added (bromomethyl)cyclopropane (7.0 mg, 0.052 mmol) and cesium hydroxide hydrate (8.7 mg, 0.052 mmol). The mixture was stirred at ambient temperature for 60 minutes. The mixture was filtered, washed with methanol and ethyl acetate, and concentrated under reduced pressure. The residue was purified using ...